From a dataset of the Open Reaction Database (ORD), a public repository of structured organic reaction records. describe an organic reaction: reactants, conditions, products, and yield Reactants: CC(C)(C)N(C([O-])=O)C1(CC1)C(=O)NN1C=CC=C1 (1,1-dimethylethyl-[1-[(1H-pyrrol-1-ylamino)carbonyl]cyclopropyl]carbamate), II (I2), Cl (HCl), CCOC(=O)C.CCCCCC (EtOAc hexane). Run in C(C)(=O)OCC.C(C)(C)O (ethyl acetate isopropanol). Reaction conditions: time 48 hour. The product is Cl.NC1(CC1)C(=O)NN1C=CC=C1 (1-Amino-N-1H-pyrrol-1-ylcyclopropanecarboxamide Hydrochloride). As a reaction SMILES: CC([N:5]([C:9]1([C:12]([NH:14][N:15]2[CH:19]=[CH:18][CH:17]=[CH:16]2)=[O:13])[CH2:11][CH2:10]1)C(=O)[O-])(C)C.[ClH:20].CCOC(C)=O.CCCCCC.II>C(OCC)(=O)C.C(O)(C)C>[ClH:20].[NH2:5][C:9]1([C:12]([NH:14][N:15]2[CH:19]=[CH:18][CH:17]=[CH:16]2)=[O:13])[CH2:11][CH2:10]1 |f:2.3,5.6,7.8|. Reported procedure: To a stirred solution consisting of 1,1-dimethylethyl-[1-[(1H-pyrrol-1-ylamino)carbonyl]cyclopropyl]carbamate (3.18 g) in ethyl acetate/isopropanol (70 ml) was added excess ethereal HCl. After stirring for 48 hours at room temperature, the reaction appeared complete by thin layer chromatography (TLC) (silica gel, 30% EtOAc/hexane, I2 stain). The solid product was filtered under nitrogen and recrystallized from ether/ethanol to afford 1.20 g of the product as a solid, m.p. 238°-240° C. The reactants are C1CCOC1, CC=C(C)C, [O-][Cl+][O-], CCC1(CC=O)CC(c2cccc(Cl)c2)C(c2ccc(Cl)cc2)N(C(CNS(=O)(=O)C2CC2)C2CC2)C1=O, [Na+], O. Product: CCC1(CC(=O)O)CC(c2cccc(Cl)c2)C(c2ccc(Cl)cc2)N(C(CNS(=O)(=O)C2CC2)C2CC2)C1=O. Reaction SMILES: [CH2:48]1[CH2:51][CH2:50][CH2:49][O:52]1.[CH3:43][C:44](=[CH:45][CH3:46])[CH3:47].[Cl+:1]([O-:2])[O-:3].[Cl:5][c:6]1[cH:7][c:8]([CH:12]2[CH2:13][C:14]([CH2:38][CH:39]=[O:40])([CH2:41][CH3:42])[C:15](=[O:37])[N:16]([CH:25]([CH2:26][NH:27][S:28](=[O:29])(=[O:30])[CH:31]3[CH2:32][CH2:33]3)[CH:34]3[CH2:35][CH2:36]3)[CH:17]2[c:18]2[cH:19][cH:20][c:21]([Cl:24])[cH:22][cH:23]2)[cH:9][cH:10][cH:11]1.[Na+:4].[OH2:53]>>[Cl:5][c:6]1[cH:7][c:8]([CH:12]2[CH2:13][C:14]([CH2:38][C:39](=[O:40])[OH:52])([CH2:41][CH3:42])[C:15](=[O:37])[N:16]([CH:25]([CH2:26][NH:27][S:28](=[O:29])(=[O:30])[CH:31]3[CH2:32][CH2:33]3)[CH:34]3[CH2:35][CH2:36]3)[CH:17]2[c:18]2[cH:19][cH:20][c:21]([Cl:24])[cH:22][cH:23]2)[cH:9][cH:10][cH:11]1.